This data is from the Open Reaction Database (ORD), a public repository of structured organic reaction records. The task is: describe an organic reaction: reactants, conditions, products, and yield The reactants are CC(C)O, ClCCl, O=[Cr](=O)([O-])Cl, Cc1ccc(C#Cc2ccc(C3CCC(CO)CC3)cc2)cc1, c1cc[nH+]cc1. Product: Cc1ccc(C#Cc2ccc(C3CCC(C=O)CC3)cc2)cc1. RXN SMILES: [CH:38]([OH:39])([CH3:40])[CH3:41].[Cl:24][CH2:25][Cl:26].[O:27]=[Cr:28]([Cl:29])([O-:30])=[O:31].[c:1]1([CH3:23])[cH:2][cH:3][c:4]([C:7]#[C:8][c:9]2[cH:10][cH:11][c:12]([CH:15]3[CH2:16][CH2:17][CH:18]([CH2:21][OH:22])[CH2:19][CH2:20]3)[cH:13][cH:14]2)[cH:5][cH:6]1.[nH+:32]1[cH:33][cH:34][cH:35][cH:36][cH:37]1>>[c:1]1([CH3:23])[cH:2][cH:3][c:4]([C:7]#[C:8][c:9]2[cH:10][cH:11][c:12]([CH:15]3[CH2:16][CH2:17][CH:18]([CH:21]=[O:22])[CH2:19][CH2:20]3)[cH:13][cH:14]2)[cH:5][cH:6]1.